From a dataset of the Open Reaction Database (ORD), a public repository of structured organic reaction records. describe an organic reaction: reactants, conditions, products, and yield Reactants: C(C)OC(\C=C(/CNC(CC1CCOCC1)C(NC1=NN(C=C1)CC(C)(C)O)=O)\OC1=C(C=CC=C1)Br)=O ((E)-3-(2-bromo-phenoxy)-4-{1-[1-(2-hydroxy-2-methyl-propyl)-1H-pyrazol-3-ylcarbamoyl]-2-(tetrahydro-pyran-4-yl)-ethylamino}-but-2-enoic acid ethyl ester). Run in O1CCCC1 (tetrahydrofuran). The product is BrC1=C(OC2=CC(N(C2)C(C(=O)NC2=NN(C=C2)CC(C)(C)O)CC2CCOCC2)=O)C=CC=C1 (2-[4-(2-bromo-phenoxy)-2-oxo-2,5-dihydro-pyrrol-1-yl]-N-[1-(2-hydroxy-2-methyl-propyl)-1H-pyrazol-3-yl]-3-(tetrahydro-pyran-4-yl)-propionamide). The yield is 34.7%. RXN SMILES: C([O:3][C:4](=O)/[CH:5]=[C:6](/[O:30][C:31]1[CH:36]=[CH:35][CH:34]=[CH:33][C:32]=1[Br:37])\[CH2:7][NH:8][CH:9]([C:17](=[O:29])[NH:18][C:19]1[CH:23]=[CH:22][N:21]([CH2:24][C:25]([OH:28])([CH3:27])[CH3:26])[N:20]=1)[CH2:10][CH:11]1[CH2:16][CH2:15][O:14][CH2:13][CH2:12]1)C>O1CCCC1>[Br:37][C:32]1[CH:33]=[CH:34][CH:35]=[CH:36][C:31]=1[O:30][C:6]1[CH2:7][N:8]([CH:9]([CH2:10][CH:11]2[CH2:16][CH2:15][O:14][CH2:13][CH2:12]2)[C:17]([NH:18][C:19]2[CH:23]=[CH:22][N:21]([CH2:24][C:25]([OH:28])([CH3:26])[CH3:27])[N:20]=2)=[O:29])[C:4](=[O:3])[CH:5]=1. Reported procedure: A solution of (E)-3-(2-bromo-phenoxy)-4-{1-[1-(2-hydroxy-2-methyl-propyl)-1H-pyrazol-3-ylcarbamoyl]-2-(tetrahydro-pyran-4-yl)-ethylamino}-but-2-enoic acid ethyl ester (250 mg) in tetrahydrofuran (8 mL) was placed in an Emrys Optimizer microwave tube and microwaved at 160° C. for 3 h. The mixture was concentrated in vacuo and the residue was purified by ISCO flash chromatography (RediSep silica 4 g, 30% to 100% ethyl acetate/hexanes) which afforded 2-[4-(2-bromo-phenoxy)-2-oxo-2,5-dihydro-pyrrol-... The reactants are IC1=CC=C(C=C1)N1C=NC(=C1)CC1=C(SC=C1)C(=O)N ((1-(4-iodophenyl-1H-imidazol-4-yl)methyl)thiophene-2-carboxamide), COC1=NC=CC=C1B(O)O (2-methoxypyridine-3-ylboronic acid). The reagents and catalysts are Cl[Pd]([P](C1=CC=CC=C1)(C2=CC=CC=C2)C3=CC=CC=C3)([P](C4=CC=CC=C4)(C5=CC=CC=C5)C6=CC=CC=C6)Cl (Pd(PPh3)2Cl2). Solvent: O1CCOCC1 (p-dioxane). Run at temperature 100 celsius. Yields the product COC1=NC=CC=C1C1=CC=C(C=C1)N1C=NC(=C1)CC1=C(SC=C1)C(=O)N ((1-(4-(2-methoxypyridin-3-yl)phenyl-1H-imidazol-4-yl)methyl)thiophene-2-carboxamide). Reaction SMILES: I[C:2]1[CH:7]=[CH:6][C:5]([N:8]2[CH:12]=[C:11]([CH2:13][C:14]3[CH:18]=[CH:17][S:16][C:15]=3[C:19]([NH2:21])=[O:20])[N:10]=[CH:9]2)=[CH:4][CH:3]=1.[CH3:22][O:23][C:24]1[C:29](B(O)O)=[CH:28][CH:27]=[CH:26][N:25]=1>O1CCOCC1.Cl[Pd](Cl)([P](C1C=CC=CC=1)(C1C=CC=CC=1)C1C=CC=CC=1)[P](C1C=CC=CC=1)(C1C=CC=CC=1)C1C=CC=CC=1>[CH3:22][O:23][C:24]1[C:29]([C:2]2[CH:7]=[CH:6][C:5]([N:8]3[CH:12]=[C:11]([CH2:13][C:14]4[CH:18]=[CH:17][S:16][C:15]=4[C:19]([NH2:21])=[O:20])[N:10]=[CH:9]3)=[CH:4][CH:3]=2)=[CH:28][CH:27]=[CH:26][N:25]=1 |^1:41,60|. Procedure details: A mixture of 5-chloro-N-((1-(4-iodophenyl-1H-imidazol-4-yl)methyl)thiophene-2-carboxamide (0.044 g, 0.1 mmol), 2-methoxypyridine-3-ylboronic acid (0.016 g, 0.11 mmol) and Pd(PPh3)2Cl2 (0.007 g, 0.01 mmol) in p-dioxane (0.7 mL) was purged with Argon for 5 min. A degassed aqueous solution of Na2CO3 (IM, 0.3 mL) was added. After being heated at 100° C. for 2 h, the mixture was cooled to room temperature, and purified by preparative HPLC to yield 5-chloro-N-((1-(4-(2-methoxypyridin-3-yl)phenyl-1H-im... Starting materials: CCOC(=O)c1cncc(Br)c1, COc1ccccc1-c1cn(S(=O)(=O)c2ccc(C)cc2)c2ncc(B3OC(C)(C)C(C)(C)O3)cc12, CC#N, [Na+], O=C([O-])O. Yields the product CCOC(=O)c1cncc(-c2cnc3c(c2)c(-c2ccccc2OC)cn3S(=O)(=O)c2ccc(C)cc2)c1. As a reaction SMILES: [CH2:37]([CH3:38])[O:39][C:40]([c:41]1[cH:42][n:43][cH:44][c:45]([Br:47])[cH:46]1)=[O:48].[CH3:1][O:2][c:3]1[c:4](-[c:9]2[cH:10][n:11]([S:27](=[O:28])(=[O:29])[c:30]3[cH:31][cH:32][c:33]([CH3:36])[cH:34][cH:35]3)[c:12]3[n:13][cH:14][c:15]([B:18]4[O:19][C:20]([CH3:21])([CH3:22])[C:23]([CH3:24])([CH3:25])[O:26]4)[cH:16][c:17]23)[cH:5][cH:6][cH:7][cH:8]1.[CH3:54][C:55]#[N:56].[Na+:53].[O-:49][C:50]([OH:51])=[O:52]>>[CH3:1][O:2][c:3]1[c:4](-[c:9]2[cH:10][n:11]([S:27](=[O:28])(=[O:29])[c:30]3[cH:31][cH:32][c:33]([CH3:36])[cH:34][cH:35]3)[c:12]3[n:13][cH:14][c:15](-[c:45]4[cH:44][n:43][cH:42][c:41]([C:40]([O:39][CH2:37][CH3:38])=[O:48])[cH:46]4)[cH:16][c:17]23)[cH:5][cH:6][cH:7][cH:8]1. Reactants: ClC1=CC=C(CNC(=O)C=2C=NC3=C(C=C(C=C3C2O)C#CCCO)F)C=C1 (N-(4-Chlorobenzyl)-8-fluoro-4-hydroxy-6-(4-hydroxy-1-butynyl)-3-quinolinecarboxamide), Pd Ba2SO4, N1=CC=CC=C1 (pyridine). Run in CCOC(=O)C (EtOAc). Yields the product ClC1=CC=C(CNC(=O)C=2C=NC3=C(C=C(C=C3C2O)CCCCO)F)C=C1 (N-(4-Chlorobenzyl)-8-fluoro-4-hydroxy-6-(4-hydroxybutyl)-3-quinolinecarboxamide). Yield: 44.9%. As a reaction SMILES: [Cl:1][C:2]1[CH:28]=[CH:27][C:5]([CH2:6][NH:7][C:8]([C:10]2[CH:11]=[N:12][C:13]3[C:18]([C:19]=2[OH:20])=[CH:17][C:16]([C:21]#[C:22][CH2:23][CH2:24][OH:25])=[CH:15][C:14]=3[F:26])=[O:9])=[CH:4][CH:3]=1.N1C=CC=CC=1>CCOC(C)=O>[Cl:1][C:2]1[CH:3]=[CH:4][C:5]([CH2:6][NH:7][C:8]([C:10]2[CH:11]=[N:12][C:13]3[C:18]([C:19]=2[OH:20])=[CH:17][C:16]([CH2:21][CH2:22][CH2:23][CH2:24][OH:25])=[CH:15][C:14]=3[F:26])=[O:9])=[CH:27][CH:28]=1. Reported procedure: A solution of the title compound of Example 94 (0.180 g), Pd/Ba2SO4 (10%, 75.3 mg), and pyridine (5 mL) in EtOAc (25 mL) is maintained under an atmosphere of H2 (balloon) for 3 hrs, then filtered over celite. The crude product is recrystallized from EtOAc/hexanes to afford 81.6 mg of the desired product as an off-white solid.